Dataset: the Open Reaction Database (ORD), a public repository of structured organic reaction records. Task: describe an organic reaction: reactants, conditions, products, and yield Reactants: ClC=1C=C2C(=CC(=NC2=CC1)N(CC)C(C)=O)C1=CC=C(C=C1)[N+](=O)[O-] (6-chloro-2-(N-acetyl-N-ethylamino)-4-(4-nitrophenyl)quinoline). Run in C1CCOC1 (THF). Run at time 3 hour. Yields the product ClC=1C=C2C(=CC(=NC2=CC1)N(CC)CC)C1=CC=C(C=C1)[N+](=O)[O-] (6-Chloro-2-diethylamino-4-(4-nitrophenyl)quinoline). RXN SMILES: [Cl:1][C:2]1[CH:3]=[C:4]2[C:9](=[CH:10][CH:11]=1)[N:8]=[C:7]([N:12]([C:15](=O)[CH3:16])[CH2:13][CH3:14])[CH:6]=[C:5]2[C:18]1[CH:23]=[CH:22][C:21]([N+:24]([O-:26])=[O:25])=[CH:20][CH:19]=1>C1COCC1>[Cl:1][C:2]1[CH:3]=[C:4]2[C:9](=[CH:10][CH:11]=1)[N:8]=[C:7]([N:12]([CH2:13][CH3:14])[CH2:15][CH3:16])[CH:6]=[C:5]2[C:18]1[CH:23]=[CH:22][C:21]([N+:24]([O-:26])=[O:25])=[CH:20][CH:19]=1. Reported procedure: 570 mg of 6-chloro-2-(N-acetyl-N-ethylamino)-4-(4-nitrophenyl)quinoline were suspended in 11.4 ml of THF and, under argon, added in portions to 3.1 ml of borane-THF complex. The temperature rose to 30° C. After stirring at room temperature for 3 hours, the solvent was removed by distillation and the residue was mixed with 50 ml of ethanol and 20 ml of concentrated HCl and heated on a water bath, cooled and distilled to remove the water. The residue was mixed with water, made alkaline with 2N NaO... The reactants are BrC1=C2C=NNC2=CC(=C1)C(F)(F)F (4-bromo-6-(trifluoromethyl)-1H-indazole), FC1=CNC2=NC=C(C=C21)B(O)O ((3-fluoro-1H-pyrrolo[2,3-b]pyridin-5-yl)boronic acid), PdCl2(dppf)CH2Cl2, C(=O)(O)[O-].[Na+] (NaHCO3). Run in O1CCOCC1 (dioxane). Conditions: temperature 130 celsius. Yields the product C(=O)(C(F)(F)F)O (TFA), FC1=CNC2=NC=C(C=C21)C2=C1C=NNC1=CC(=C2)C(F)(F)F (4-(3-fluoro-1H-pyrrolo[2,3-b]pyridin-5-yl)-6-(trifluoromethyl)-1H-indazole). Isolated yield 18.1%. RXN SMILES: Br[C:2]1[CH:10]=[C:9]([C:11]([F:14])([F:13])[F:12])[CH:8]=[C:7]2[C:3]=1[CH:4]=[N:5][NH:6]2.[F:15][C:16]1[C:24]2[C:19](=[N:20][CH:21]=[C:22](B(O)O)[CH:23]=2)[NH:18][CH:17]=1.[C:28]([O-:31])(O)=[O:29].[Na+]>O1CCOCC1>[C:28]([OH:31])([C:11]([F:14])([F:13])[F:12])=[O:29].[F:15][C:16]1[C:24]2[C:19](=[N:20][CH:21]=[C:22]([C:2]3[CH:10]=[C:9]([C:11]([F:14])([F:13])[F:12])[CH:8]=[C:7]4[C:3]=3[CH:4]=[N:5][NH:6]4)[CH:23]=2)[NH:18][CH:17]=1 |f:2.3|. Procedure: A 20 mL microwave vial was charged with a mixture of 4-bromo-6-(trifluoromethyl)-1H-indazole (60 mg, 0.226 mmol), (3-fluoro-1H-pyrrolo[2,3-b]pyridin-5-yl)boronic acid (61.1 mg, 0.340 mmol) and PdCl2(dppf)CH2Cl2 (9.31 mg, 0.011 mmol) in dioxane (4 mL) and aqueous saturated NaHCO3 (2 mL). The resulting brown suspension was heated at 130° C. for 30 minutes in microwave reactor. The reaction mixture was subsequently purified by preparative HPLC, eluting with a gradient of 65-80% acetonitrile (contai... Product: CC1=C(C(=CC=C1)C=1OC=C(N1)C)C=1C=C2C=C(C(=NC2=CC1)N)N1CCOCC1 (6-(2-methyl-6-(4-methyloxazol-2-yl)phenyl)-3-morpholinoquinolin-2-amine). Reagents/catalysts: C=1C=CC(=CC1)/C=C/C(=O)/C=C/C2=CC=CC=C2.C=1C=CC(=CC1)/C=C/C(=O)/C=C/C2=CC=CC=C2.C=1C=CC(=CC1)/C=C/C(=O)/C=C/C2=CC=CC=C2.[Pd].[Pd] (Pd2(dba)3). Conditions: temperature 130 celsius. Procedure: A glass microwave reaction vessel was charged with 3-morpholino-6-(4,4,5,5-tetramethyl-1,3,2-dioxaborolan-2-yl)quinolin-2-amine (0.055 g, 0.155 mmol, prepared as in Example 2, Step 1-2), potassium phosphate (0.131 g, 0.619 mmol), dicyclohexyl(2′,4′,6′-triisopropylbiphenyl-2-yl)phosphine (0.015 g, 0.031 mmol), Pd2(dba)3 (7.09 mg, 7.74 μmol), and 2-(2-bromo-3-methylphenyl)-4-methyloxazole (0.078 g, 0.310 mmol). The vessel was evacuated and flushed with nitrogen three times before dioxane (1.0 mL) ... Reactants: O1CCN(CC1)C=1C(=NC2=CC=C(C=C2C1)B1OC(C(O1)(C)C)(C)C)N (3-morpholino-6-(4,4,5,5-tetramethyl-1,3,2-dioxaborolan-2-yl)quinolin-2-amine), P(=O)([O-])([O-])[O-].[K+].[K+].[K+] (potassium phosphate), C1(CCCCC1)P(C1=C(C=CC=C1)C1=C(C=C(C=C1C(C)C)C(C)C)C(C)C)C1CCCCC1 (dicyclohexyl(2′,4′,6′-triisopropylbiphenyl-2-yl)phosphine), BrC1=C(C=CC=C1C)C=1OC=C(N1)C (2-(2-bromo-3-methylphenyl)-4-methyloxazole). Reaction SMILES: [O:1]1[CH2:6][CH2:5][N:4]([C:7]2[C:8]([NH2:26])=[N:9][C:10]3[C:15]([CH:16]=2)=[CH:14][C:13](B2OC(C)(C)C(C)(C)O2)=[CH:12][CH:11]=3)[CH2:3][CH2:2]1.P([O-])([O-])([O-])=O.[K+].[K+].[K+].C1(P(C2CCCCC2)C2C=CC=CC=2C2C(C(C)C)=CC(C(C)C)=CC=2C(C)C)CCCCC1.Br[C:70]1[C:75]([CH3:76])=[CH:74][CH:73]=[CH:72][C:71]=1[C:77]1[O:78][CH:79]=[C:80]([CH3:82])[N:81]=1>C1C=CC(/C=C/C(/C=C/C2C=CC=CC=2)=O)=CC=1.C1C=CC(/C=C/C(/C=C/C2C=CC=CC=2)=O)=CC=1.C1C=CC(/C=C/C(/C=C/C2C=CC=CC=2)=O)=CC=1.[Pd].[Pd]>[CH3:76][C:75]1[CH:74]=[CH:73][CH:72]=[C:71]([C:77]2[O:78][CH:79]=[C:80]([CH3:82])[N:81]=2)[C:70]=1[C:13]1[CH:14]=[C:15]2[C:10](=[CH:11][CH:12]=1)[N:9]=[C:8]([NH2:26])[C:7]([N:4]1[CH2:3][CH2:2][O:1][CH2:6][CH2:5]1)=[CH:16]2 |f:1.2.3.4,7.8.9.10.11|. Starting materials: CC(=O)O, Cl, ClCc1cccc(Oc2ccccc2)c1, O. The product is O=Cc1cccc(Oc2ccccc2)c1. Reaction SMILES: [CH3:16][C:17]([OH:18])=[O:19].[ClH:20].[O:1]([c:2]1[cH:3][cH:4][cH:5][cH:6][cH:7]1)[c:8]1[cH:9][c:10]([CH2:11][Cl:12])[cH:13][cH:14][cH:15]1.[OH2:21]>>[O:1]([c:2]1[cH:3][cH:4][cH:5][cH:6][cH:7]1)[c:8]1[cH:9][c:10]([CH:11]=[O:18])[cH:13][cH:14][cH:15]1.